This data is from the Open Reaction Database (ORD), a public repository of structured organic reaction records. The task is: describe an organic reaction: reactants, conditions, products, and yield Starting materials: CCOC(=O)c1cn(S(=O)(=O)c2ccc(C)cc2)c(Br)c1C, COCCOC, [Na+], [Na+], O=C([O-])[O-], OB(O)c1ccccc1, c1ccc(P(c2ccccc2)(c2ccccc2)[Pd](P(c2ccccc2)(c2ccccc2)c2ccccc2)(P(c2ccccc2)(c2ccccc2)c2ccccc2)P(c2ccccc2)(c2ccccc2)c2ccccc2)cc1. Yields the product CCOC(=O)c1cn(S(=O)(=O)c2ccc(C)cc2)c(-c2ccccc2)c1C. RXN SMILES: [Br:1][c:2]1[c:3]([CH3:22])[c:4]([C:17](=[O:18])[O:19][CH2:20][CH3:21])[cH:5][n:6]1[S:7](=[O:8])(=[O:9])[c:10]1[cH:11][cH:12][c:13]([CH3:16])[cH:14][cH:15]1.[CH3:38][O:39][CH2:40][CH2:41][O:42][CH3:43].[Na+:32].[Na+:33].[O-:34][C:35](=[O:36])[O-:37].[OH:23][B:24]([OH:25])[c:26]1[cH:27][cH:28][cH:29][cH:30][cH:31]1.[cH:44]1[cH:45][cH:46][c:47]([P:48]([Pd:49]([P:50]([c:51]2[cH:52][cH:53][cH:54][cH:55][cH:56]2)([c:57]2[cH:58][cH:59][cH:60][cH:61][cH:62]2)[c:63]2[cH:64][cH:65][cH:66][cH:67][cH:68]2)([P:69]([c:70]2[cH:71][cH:72][cH:73][cH:74][cH:75]2)([c:76]2[cH:77][cH:78][cH:79][cH:80][cH:81]2)[c:82]2[cH:83][cH:84][cH:85][cH:86][cH:87]2)[P:88]([c:89]2[cH:90][cH:91][cH:92][cH:93][cH:94]2)([c:95]2[cH:96][cH:97][cH:98][cH:99][cH:100]2)[c:101]2[cH:102][cH:103][cH:104][cH:105][cH:106]2)([c:107]2[cH:108][cH:109][cH:110][cH:111][cH:112]2)[c:113]2[cH:114][cH:115][cH:116][cH:117][cH:118]2)[cH:119][cH:120]1>>[c:2]1(-[c:26]2[cH:27][cH:28][cH:29][cH:30][cH:31]2)[c:3]([CH3:22])[c:4]([C:17](=[O:18])[O:19][CH2:20][CH3:21])[cH:5][n:6]1[S:7](=[O:8])(=[O:9])[c:10]1[cH:11][cH:12][c:13]([CH3:16])[cH:14][cH:15]1. The reactants are CC1=NC(=CC(=N1)C)O (2,4-dimethyl-6-hydroxypyrimidine), ClC=1C=C(C=O)C=CC1 (3-chlorobenzaldehyde). Solvent: C(C)(=O)OC(C)=O (acetic anhydride). Reaction conditions: temperature 145 celsius. Yields the product ClC=1C=C(C=CC1)/C=C/C1=NC(=CC(=N1)O)C ((E)-2-[2-(3-chloro-phenyl)-vinyl]-6-methyl-pyrimidin-4-ol). Isolated yield 77.8%. Reaction SMILES: [CH3:1][C:2]1[N:7]=[C:6]([CH3:8])[CH:5]=[C:4]([OH:9])[N:3]=1.[Cl:10][C:11]1[CH:12]=[C:13]([CH:16]=[CH:17][CH:18]=1)[CH:14]=O>C(OC(=O)C)(=O)C>[Cl:10][C:11]1[CH:12]=[C:13](/[CH:14]=[CH:1]/[C:2]2[N:3]=[C:4]([OH:9])[CH:5]=[C:6]([CH3:8])[N:7]=2)[CH:16]=[CH:17][CH:18]=1. Reported procedure: 1.24 g (10 mmol) of 2,4-dimethyl-6-hydroxypyrimidine in acetic anhydride (2.8 ml) were treated at RT with 1.41 g (10 mmol) of 3-chlorobenzaldehyde and the mixture was heated for 5 hours at 145° C. until completion of the reaction according to TLC analysis. The reaction mixture was cooled to RT, the crystalline solid which had formed was filtered off by suction and washed with diethyl ether to give 1.92 g (78%) of the desired (E)-2-[2-(3-chloro-phenyl)-vinyl]-6-methyl-pyrimidin-4-ol as off-white ...